This data is from the Open Reaction Database (ORD), a public repository of structured organic reaction records. The task is: describe an organic reaction: reactants, conditions, products, and yield Starting materials: COC(C1=C(SC=C1)C(O)C1=C(C=CC=C1)F)OC (3-(dimethoxymethyl)-α-(2-fluorophenyl)-2-thiophenemethanol), C([O-])([O-])=O.[K+].[K+] (potassium carbonate). Run in ClCCl (dichloromethane). Conditions: time 1.5 hour. Product: FC1=C(C=CC=C1)C(C=1SC=CC1C=O)O (2-[(2-fluorophenyl)hydroxymethyl]-3-thiophenecarboxaldehyde). Reaction SMILES: C[O:2][CH:3](OC)[C:4]1[CH:8]=[CH:7][S:6][C:5]=1[CH:9]([C:11]1[CH:16]=[CH:15][CH:14]=[CH:13][C:12]=1[F:17])[OH:10].C(=O)([O-])[O-].[K+].[K+]>ClCCl>[F:17][C:12]1[CH:13]=[CH:14][CH:15]=[CH:16][C:11]=1[CH:9]([OH:10])[C:5]1[S:6][CH:7]=[CH:8][C:4]=1[CH:3]=[O:2] |f:1.2.3|. Procedure details: To a stirred slurry of acidic silica gel (prepared from 36 g of silica gel, 120 ml of dichloromethane, and 6.6 ml of 15% aqueous sulfuric acid) was added 3-(dimethoxymethyl)-α-(2-fluorophenyl)-2-thiophenemethanol in dichloromethane (45 ml). The reaction mixture was stirred at room temperature for 1.5 hrs, poured over anhydrous potassium carbonate, and filtered. Concentration of the filtrate gave 2-[(2-fluorophenyl)hydroxymethyl]-3-thiophenecarboxaldehyde. Starting materials: [Cl-].C(C1=CC=CC=C1)[NH+]1CC(C(C1)S(=O)C1=CC=CC=C1)(C(F)(F)F)C1=CC(=CC(=C1)Cl)Cl (1-Benzyl-3-(3,5-dichlorophenyl)-4-(phenylsulfinyl)-3-(trifluoromethyl)pyrrolidinium chloride), C([O-])([O-])=O.[Na+].[Na+] (Sodium carbonate), O (water). Run in C1(=CC=CC=C1)C (toluene). Product: C(C1=CC=CC=C1)N1CC(C=C1)(C(F)(F)F)C1=CC(=CC(=C1)Cl)Cl (1-benzyl-3-(3,5-dichlorophenyl)-3-(trifluoromethyl)-2,3-dihydro-1H-pyrrole). Yield: 34.8%. Reaction SMILES: [Cl-].[CH2:2]([NH+:9]1[CH2:13][CH:12](S(C2C=CC=CC=2)=O)[C:11]([C:26]2[CH:31]=[C:30]([Cl:32])[CH:29]=[C:28]([Cl:33])[CH:27]=2)([C:22]([F:25])([F:24])[F:23])[CH2:10]1)[C:3]1[CH:8]=[CH:7][CH:6]=[CH:5][CH:4]=1.C(=O)([O-])[O-].[Na+].[Na+].O>C1(C)C=CC=CC=1>[CH2:2]([N:9]1[CH:13]=[CH:12][C:11]([C:26]2[CH:27]=[C:28]([Cl:33])[CH:29]=[C:30]([Cl:32])[CH:31]=2)([C:22]([F:25])([F:24])[F:23])[CH2:10]1)[C:3]1[CH:8]=[CH:7][CH:6]=[CH:5][CH:4]=1 |f:0.1,2.3.4|. Reported procedure: 1-Benzyl-3-(3,5-dichlorophenyl)-4-(phenylsulfinyl)-3-(trifluoromethyl)pyrrolidinium chloride (1.00 g, 82% purity, 1.53 mmol) is suspended in toluene (3 mL) under a nitrogen atmosphere. Sodium carbonate (810 mg, 7.65 mmol) was added and the mixture was heated to reflux for 2.5 hours. After cooling water was added, the phases were separated and the aqueous phase was extracted twice with toluene. The combined organic phases were dried over sodium sulphate, filtered and the solvent evaporated. The r... The reactants are CCOC(C)=O, CCN=C=NCCCN(C)C, CCCCCC, CN(C)c1ccncc1, CCCCCC, ClCCl, Cl, C[SiH](C)OC(C#CC(C)(C)N)C(C)(C)C, CCC(Oc1ccc2ncccc2c1)C(=O)O. Yields the product CCC(Oc1ccc2ncccc2c1)C(=O)NC(C)(C)C#CC(O[SiH](C)C)C(C)(C)C. As a reaction SMILES: [C:45]([O:46][CH2:47][CH3:48])(=[O:49])[CH3:50].[CH3:34][N:35]([CH3:36])[CH2:37][CH2:38][CH2:39][N:40]=[C:41]=[N:42][CH2:43][CH3:44].[CH3:51][CH2:52][CH2:53][CH2:54][CH2:55][CH3:56].[CH3:57][N:58]([CH3:59])[c:60]1[cH:61][cH:62][n:63][cH:64][cH:65]1.[CH3:69][CH2:70][CH2:71][CH2:72][CH2:73][CH3:74].[Cl:66][CH2:67][Cl:68].[ClH:33].[NH2:18][C:19]([C:20]#[C:21][CH:22]([C:23]([CH3:24])([CH3:25])[CH3:26])[O:27][SiH:28]([CH3:29])[CH3:30])([CH3:31])[CH3:32].[n:1]1[cH:2][cH:3][cH:4][c:5]2[cH:6][c:7]([O:11][CH:12]([C:13](=[O:14])[OH:15])[CH2:16][CH3:17])[cH:8][cH:9][c:10]12>>[n:1]1[cH:2][cH:3][cH:4][c:5]2[cH:6][c:7]([O:11][CH:12]([C:13](=[O:15])[NH:18][C:19]([C:20]#[C:21][CH:22]([C:23]([CH3:24])([CH3:25])[CH3:26])[O:27][SiH:28]([CH3:29])[CH3:30])([CH3:31])[CH3:32])[CH2:16][CH3:17])[cH:8][cH:9][c:10]12. Reactants: O=C(O)CCCCCCCBr, Cl, N. The product is NCCCCCCCC(=O)O. Reaction SMILES: [Br:1][CH2:2][CH2:3][CH2:4][CH2:5][CH2:6][CH2:7][CH2:8][C:9](=[O:10])[OH:11].[ClH:12].[NH3:13]>>[CH2:2]([CH2:3][CH2:4][CH2:5][CH2:6][CH2:7][CH2:8][C:9](=[O:10])[OH:11])[NH2:13]. Starting materials: C=CS(=O)(=O)N(C)C, CC(C)n1ncnc1-c1nc2c(s1)CCOc1cc(C3CNC3)ccc1-2. Yields the product CC(C)n1ncnc1-c1nc2c(s1)CCOc1cc(C3CN(CCS(=O)(=O)N(C)C)C3)ccc1-2. Reaction SMILES: [CH3:27][N:28]([S:29](=[O:30])(=[O:31])[CH:32]=[CH2:33])[CH3:34].[NH:1]1[CH2:2][CH:3]([c:5]2[cH:6][c:7]3[c:8]([cH:25][cH:26]2)-[c:9]2[n:10][c:11](-[c:17]4[n:18]([CH:22]([CH3:23])[CH3:24])[n:19][cH:20][n:21]4)[s:12][c:13]2[CH2:14][CH2:15][O:16]3)[CH2:4]1>>[N:1]1([CH2:33][CH2:32][S:29]([N:28]([CH3:27])[CH3:34])(=[O:30])=[O:31])[CH2:2][CH:3]([c:5]2[cH:6][c:7]3[c:8]([cH:25][cH:26]2)-[c:9]2[n:10][c:11](-[c:17]4[n:18]([CH:22]([CH3:23])[CH3:24])[n:19][cH:20][n:21]4)[s:12][c:13]2[CH2:14][CH2:15][O:16]3)[CH2:4]1. Procedure details: 1,4-Dioxaspiro[4.5]decan-8-one (21 g, 0.13 mol) in dry benzene (50 mL, 0.6 mol) was added to ethylenetriphenylphosphorane [prepared from dimsyl sodium and methyltriphenylphosphonium bromide (106 g, 0.291 mol) in dimethyl sulfoxide (600 mL, 8 mol)] The mixture was stirred at room temperature overnight and poured into a separating funnel containing ethyl ether (500 mL) and water (500 mL). The organic layer was separated and the aqueous phase was extracted with ethyl ether (2×500 mL). The combined ... Starting materials: O1CCOC12CCC(CC2)=O (1,4-Dioxaspiro[4.5]decan-8-one), C1=CC=CC=C1 (benzene), ethylenetriphenylphosphorane, C(C)OCC (ethyl ether). As a reaction SMILES: [O:1]1[C:5]2([CH2:10][CH2:9][C:8](=O)[CH2:7][CH2:6]2)[O:4][CH2:3][CH2:2]1.[CH:12]1C=CC=CC=1.C(OCC)C>O>[CH2:12]=[C:8]1[CH2:9][CH2:10][C:5]2([O:4][CH2:3][CH2:2][O:1]2)[CH2:6][CH2:7]1. Conditions: time 8 hour. Run in O (water). The product is C=C1CCC2(OCCO2)CC1 (8-Methylene-1,4-dioxaspiro[4.5]decane). Isolated yield 89.8%. The reactants are [OH-].[K+] (KOH), [N+](=O)([O-])C1=C2C=NNC2=CC=C1 (4-nitro-1H-indazole), BrCC1=CC=CC=C1 ((bromomethyl)benzene). The solvent is CC(=O)C (acetone). Run at time 15 minute. Product: C(C1=CC=CC=C1)N1N=CC2=C(C=CC=C12)[N+](=O)[O-] (1-benzyl-4-nitro-1H-indazole). Isolated yield 33.0%. As a reaction SMILES: [N+:1]([C:4]1[CH:12]=[CH:11][CH:10]=[C:9]2[C:5]=1[CH:6]=[N:7][NH:8]2)([O-:3])=[O:2].[OH-].[K+].Br[CH2:16][C:17]1[CH:22]=[CH:21][CH:20]=[CH:19][CH:18]=1>CC(C)=O>[CH2:16]([N:8]1[C:9]2[C:5](=[C:4]([N+:1]([O-:3])=[O:2])[CH:12]=[CH:11][CH:10]=2)[CH:6]=[N:7]1)[C:17]1[CH:22]=[CH:21][CH:20]=[CH:19][CH:18]=1 |f:1.2|. Procedure: To a solution of 4-nitro-1H-indazole (0.500 g, 3.06 mmol) in acetone (0.4M, 7.5 mL) cooled to 0° C. was added KOH (0.258 g, 4.60 mmol). After 15 minutes at 0° C., (bromomethyl)benzene (0.400 mL, 3.37 mmol) was added. The reaction mixture was allowed to stir at ambient temperature overnight. The reaction mixture was concentrated under reduced pressure and the residue was purified by column chromatography (50% EtOAc/hexanes) providing 256 mg (33%) of the title compound.